From a dataset of the Open Reaction Database (ORD), a public repository of structured organic reaction records. describe an organic reaction: reactants, conditions, products, and yield Reactants: CCCCc1nc(C)c(Br)c(=O)n1Cc1ccc(-c2ccccc2C#N)cc1, O=C([O-])[O-], C1COCCO1, Cc1noc(C)c1B(O)O, CCOC(C)=O, [Cs+], [Cs+]. Yields the product CCCCc1nc(C)c(-c2c(C)noc2C)c(=O)n1Cc1ccc(-c2ccccc2C#N)cc1. As a reaction SMILES: [Br:1][c:2]1[c:3]([CH3:28])[n:4][c:5]([CH2:24][CH2:25][CH2:26][CH3:27])[n:6]([CH2:9][c:10]2[cH:11][cH:12][c:13](-[c:16]3[c:17]([C:22]#[N:23])[cH:18][cH:19][cH:20][cH:21]3)[cH:14][cH:15]2)[c:7]1=[O:8].[C:39](=[O:40])([O-:41])[O-:42].[CH2:45]1[O:46][CH2:47][CH2:48][O:49][CH2:50]1.[CH3:29][c:30]1[n:31][o:32][c:33]([CH3:38])[c:34]1[B:35]([OH:36])[OH:37].[CH3:51][CH2:52][O:53][C:54](=[O:55])[CH3:56].[Cs+:43].[Cs+:44]>>[c:2]1(-[c:34]2[c:30]([CH3:29])[n:31][o:32][c:33]2[CH3:38])[c:3]([CH3:28])[n:4][c:5]([CH2:24][CH2:25][CH2:26][CH3:27])[n:6]([CH2:9][c:10]2[cH:11][cH:12][c:13](-[c:16]3[c:17]([C:22]#[N:23])[cH:18][cH:19][cH:20][cH:21]3)[cH:14][cH:15]2)[c:7]1=[O:8]. Starting materials: [BH4-], CC(=O)OC1CCC2CCC3C4CC(N5CCCCC5)C(=O)C4(C)CCC3C2(C)C1, CO, [Na+], O. RXN SMILES: [BH4-:1].[C:3]([CH3:4])(=[O:5])[O:6][CH:7]1[CH2:8][CH2:9][CH:10]2[CH2:11][CH2:12][CH:13]3[CH:14]4[CH2:15][CH:16]([N:27]5[CH2:28][CH2:29][CH2:30][CH2:31][CH2:32]5)[C:17](=[O:26])[C:18]4([CH3:19])[CH2:20][CH2:21][CH:22]3[C:23]2([CH3:25])[CH2:24]1.[CH3:34][OH:35].[Na+:2].[OH2:33]>>[C:3]([CH3:4])(=[O:5])[O:6][CH:7]1[CH2:8][CH2:9][CH:10]2[CH2:11][CH2:12][CH:13]3[CH:14]4[CH2:15][CH:16]([N:27]5[CH2:28][CH2:29][CH2:30][CH2:31][CH2:32]5)[CH:17]([OH:26])[C:18]4([CH3:19])[CH2:20][CH2:21][CH:22]3[C:23]2([CH3:25])[CH2:24]1. The product is CC(=O)OC1CCC2CCC3C(CCC4(C)C(O)C(N5CCCCC5)CC34)C2(C)C1. Starting materials: Cl, Cl, Cl, NCCCNCCCCNC(=O)C(O)O, N=C(N)NCCCCCCCCC(N)=O, O, O=C(O)CCCC(=O)O. Product: N=C(N)NCCCCCCCCC(=O)NC(O)C(=O)NCCCCNCCCN. Reaction SMILES: [ClH:17].[ClH:18].[ClH:1].[NH2:19][CH2:20][CH2:21][CH2:22][NH:23][CH2:24][CH2:25][CH2:26][CH2:27][NH:28][C:29]([CH:30]([OH:31])[OH:32])=[O:33].[NH:2]([C:3](=[NH:4])[NH2:5])[CH2:6][CH2:7][CH2:8][CH2:9][CH2:10][CH2:11][CH2:12][CH2:13][C:14](=[O:15])[NH2:16].[OH2:43].[OH:34][C:35]([CH2:36][CH2:37][CH2:38][C:39](=[O:40])[OH:41])=[O:42]>>[NH:2]([C:3](=[NH:4])[NH2:5])[CH2:6][CH2:7][CH2:8][CH2:9][CH2:10][CH2:11][CH2:12][CH2:13][C:14](=[O:15])[NH:16][CH:30]([C:29]([NH:28][CH2:27][CH2:26][CH2:25][CH2:24][NH:23][CH2:22][CH2:21][CH2:20][NH2:19])=[O:33])[OH:31]. The reactants are OCCOC1=CC(O)=CC=C1 (O-(2-Hydroxyethyl)resorcinol), [OH-].[Na+] (sodium hydroxide), C(C1=CC=CC=C1)Br (benzyl bromide). Solvent: CO (methanol). Conditions: time 8 hour. Yields the product C(C1=CC=CC=C1)OC=1C=C(OCCO)C=CC1 (2-(3-benzyloxyphenoxy)ethanol). Isolated yield 79.4%. As a reaction SMILES: [OH:1][CH2:2][CH2:3][O:4][C:5]1[CH:11]=[CH:10][CH:9]=[C:7]([OH:8])[CH:6]=1.[OH-].[Na+].[CH2:14](Br)[C:15]1[CH:20]=[CH:19][CH:18]=[CH:17][CH:16]=1>CO>[CH2:14]([O:8][C:7]1[CH:6]=[C:5]([CH:11]=[CH:10][CH:9]=1)[O:4][CH2:3][CH2:2][OH:1])[C:15]1[CH:20]=[CH:19][CH:18]=[CH:17][CH:16]=1 |f:1.2|. Procedure details: To a solution of O-(2-Hydroxyethyl)resorcinol (4 g) and sodium hydroxide (1.04 g) dissolved in methanol (60 mL) was added benzyl bromide (4.44 g), and the resulting reaction mixture was stirred overnight. After this time, approximately 30 mL of the methanol was removed in vacuo, and the mixture was diluted with methylene chloride (100 mL). The organics were washed with water and aqueous 1N NaOH, dried, and concentrated to provide 2-(3-benzyloxyphenoxy)ethanol (5.03 g). The reactants are [Li+].C[Si](C)(C)[N-][Si](C)(C)C (LHMDS), C(C)(=O)OCC (Ethyl acetate), O=C1CN(C1)C(=O)OC(C)(C)C (tert-Butyl 3-oxoazetidine-1-carboxylate). Reaction conditions: temperature 0 celsius, time 10 minute. The product is C(C)(C)(C)OC(=O)N1CC(C1)(O)CC(=O)O ([1-(tert-butoxycarbonyl)-3-hydroxyazetidin-3-yl]acetic acid). Isolated yield 15.9%. As a reaction SMILES: [Li+].C[Si]([N-][Si](C)(C)C)(C)C.[C:11]([O:14]CC)(=[O:13])[CH3:12].[O:17]=[C:18]1[CH2:21][N:20]([C:22]([O:24][C:25]([CH3:28])([CH3:27])[CH3:26])=[O:23])[CH2:19]1>>[C:25]([O:24][C:22]([N:20]1[CH2:21][C:18]([CH2:12][C:11]([OH:14])=[O:13])([OH:17])[CH2:19]1)=[O:23])([CH3:28])([CH3:27])[CH3:26] |f:0.1|. Procedure: LHMDS (6.43 mL of 1N solution in THF) was cooled to −78° C. Ethyl acetate (0.63 mL, 6.43 mmol) was added and the reaction mixture was stirred for 10 minutes. tert-Butyl 3-oxoazetidine-1-carboxylate (1 g, 5.84 mmol) was added to the mixture and the reaction was stirred for 15 minutes. The reaction mixture was warmed to 0° C. and was then quenched with water (25 mL). The reaction mixture was extracted with ether. The organic phase was dried over anhydrous magnesium sulfate, filtered and concentrat... Starting materials: Cc1ccc(C(=O)NN2NC=CS2)cc1B1OC(C)(C)C(C)(C)O1, CN1CCN(Cc2ccccc2NC(=O)c2ccc(Cl)nc2)CC1. Product: Cc1ccc(C(=O)NN2NC=CS2)cc1-c1ccc(C(=O)Nc2ccccc2CN2CCN(C)CC2)cn1. As a reaction SMILES: [CH3:25][c:26]1[c:27]([B:40]2[O:41][C:42]([CH3:43])([CH3:44])[C:45]([CH3:46])([CH3:47])[O:48]2)[cH:28][c:29]([C:30](=[O:31])[NH:32][N:33]2[S:34][CH:35]=[CH:36][NH:37]2)[cH:38][cH:39]1.[Cl:1][c:2]1[n:3][cH:4][c:5]([C:6](=[O:7])[NH:8][c:9]2[c:10]([CH2:15][N:16]3[CH2:17][CH2:18][N:19]([CH3:22])[CH2:20][CH2:21]3)[cH:11][cH:12][cH:13][cH:14]2)[cH:23][cH:24]1>>[c:2]1(-[c:27]2[c:26]([CH3:25])[cH:39][cH:38][c:29]([C:30](=[O:31])[NH:32][N:33]3[S:34][CH:35]=[CH:36][NH:37]3)[cH:28]2)[n:3][cH:4][c:5]([C:6](=[O:7])[NH:8][c:9]2[c:10]([CH2:15][N:16]3[CH2:17][CH2:18][N:19]([CH3:22])[CH2:20][CH2:21]3)[cH:11][cH:12][cH:13][cH:14]2)[cH:23][cH:24]1. Reactants: OC1=C(C(=O)CCCCCCCCCCCCCCCCCCCCC(=O)O)C(=CC(=C1OC)OC)C (21-(2-hydroxy-3,4-dimethoxy-6-methylbenzoyl)heneicosanoic acid), C1(=CC=C(C=C1)S(=O)(=O)O)C (p-toluenesulfonic acid), O (water). Solvent: CO (methanol). The product is OC1=C(C(=O)CCCCCCCCCCCCCCCCCCCCC(=O)OC)C(=CC(=C1OC)OC)C (methyl 21-(2-hydroxy-3,4-dimethoxy-6-methylbenzoyl)heneicosanoate). RXN SMILES: [OH:1][C:2]1[C:32]([O:33][CH3:34])=[C:31]([O:35][CH3:36])[CH:30]=[C:29]([CH3:37])[C:3]=1[C:4]([CH2:6][CH2:7][CH2:8][CH2:9][CH2:10][CH2:11][CH2:12][CH2:13][CH2:14][CH2:15][CH2:16][CH2:17][CH2:18][CH2:19][CH2:20][CH2:21][CH2:22][CH2:23][CH2:24][CH2:25][C:26]([OH:28])=[O:27])=[O:5].[C:38]1(C)C=CC(S(O)(=O)=O)=CC=1.O>CO>[OH:1][C:2]1[C:32]([O:33][CH3:34])=[C:31]([O:35][CH3:36])[CH:30]=[C:29]([CH3:37])[C:3]=1[C:4]([CH2:6][CH2:7][CH2:8][CH2:9][CH2:10][CH2:11][CH2:12][CH2:13][CH2:14][CH2:15][CH2:16][CH2:17][CH2:18][CH2:19][CH2:20][CH2:21][CH2:22][CH2:23][CH2:24][CH2:25][C:26]([O:28][CH3:38])=[O:27])=[O:5]. Reported procedure: To a solution of 3 g of the above 21-(2-hydroxy-3,4-dimethoxy-6-methylbenzoyl)heneicosanoic acid in 10 ml of methanol is added p-toluenesulfonic acid (30 mg), followed by heating under reflux for 2 hours. After cooling to room temperature, water is added and the mixture is stirred at 0° C. to give colorless crystals of methyl 21-(2-hydroxy-3,4-dimethoxy-6-methylbenzoyl)heneicosanoate. m.p. 72°-72.5° C. Reactants: CO, Cl, [Na+], [OH-], COC(=O)c1ccc(OCc2ccc(-c3ccccc3)cc2)nc1. Product: O=C(O)c1ccc(OCc2ccc(-c3ccccc3)cc2)nc1. Reaction SMILES: [CH3:25][OH:26].[ClH:29].[Na+:28].[OH-:27].[c:1]1(-[c:19]2[cH:20][cH:21][cH:22][cH:23][cH:24]2)[cH:2][cH:3][c:4]([CH2:7][O:8][c:9]2[n:10][cH:11][c:12]([C:13](=[O:14])[O:15][CH3:16])[cH:17][cH:18]2)[cH:5][cH:6]1>>[c:1]1(-[c:19]2[cH:20][cH:21][cH:22][cH:23][cH:24]2)[cH:2][cH:3][c:4]([CH2:7][O:8][c:9]2[n:10][cH:11][c:12]([C:13](=[O:14])[OH:15])[cH:17][cH:18]2)[cH:5][cH:6]1. Reactants: CO, Fc1ccc(C(Cl)(c2ccccc2F)C(Cl)n2cncn2)cc1, O. The product is Fc1ccc(C(c2ccccc2F)C(Cl)n2cncn2)cc1. As a reaction SMILES: [CH3:25][OH:26].[Cl:1][CH:2]([C:3]([c:4]1[cH:5][cH:6][c:7]([F:10])[cH:8][cH:9]1)([c:11]1[c:12]([F:17])[cH:13][cH:14][cH:15][cH:16]1)[Cl:18])[n:19]1[n:20][cH:21][n:22][cH:23]1.[OH2:24]>>[Cl:1][CH:2]([CH:3]([c:4]1[cH:5][cH:6][c:7]([F:10])[cH:8][cH:9]1)[c:11]1[c:12]([F:17])[cH:13][cH:14][cH:15][cH:16]1)[n:19]1[n:20][cH:21][n:22][cH:23]1.